Task: describe an organic reaction: reactants, conditions, products, and yield. Dataset: the Open Reaction Database (ORD), a public repository of structured organic reaction records The reactants are O=C([O-])[O-], CN(C)C=O, CC(C)(C)[O-], O=C(Nc1cn2nc(I)ccc2n1)C1CC1, [K+], [K+], [K+], Oc1ccccc1. Product: O=C(Nc1cn2nc(Oc3ccccc3)ccc2n1)C1CC1. RXN SMILES: [C:30](=[O:31])([O-:32])[O-:33].[CH3:36][N:37]([CH3:38])[CH:39]=[O:40].[CH3:8][C:9]([CH3:10])([O-:11])[CH3:12].[I:14][c:15]1[cH:16][cH:17][c:18]2[n:19]([n:20]1)[cH:21][c:22]([NH:24][C:25](=[O:26])[CH:27]1[CH2:28][CH2:29]1)[n:23]2.[K+:13].[K+:34].[K+:35].[OH:1][c:2]1[cH:3][cH:4][cH:5][cH:6][cH:7]1>>[O:1]([c:2]1[cH:3][cH:4][cH:5][cH:6][cH:7]1)[c:15]1[cH:16][cH:17][c:18]2[n:19]([n:20]1)[cH:21][c:22]([NH:24][C:25](=[O:26])[CH:27]1[CH2:28][CH2:29]1)[n:23]2. Starting materials: C(C)[O-].[Na+] (sodium ethanolate), BrCC(=O)C1=C(C=CC=C1)OC (2-bromo-1-(2-methoxy-phenyl)-ethan-1-one), Cl.C(C)OC(CC(N)=N)=O (2-amidino-acetic acid ethyl ester hydrochloride). The solvent is C(C)O (ethanol). Yields the product NC=1NC(=CC1C(=O)OCC)C1=C(C=CC=C1)OC (2-Amino-3-ethoxycarbonyl-5-(2-methoxy-phenyl)-1H-pyrrole). As a reaction SMILES: Cl.[CH2:2]([O:4][C:5](=[O:10])[CH2:6][C:7](=[NH:9])[NH2:8])[CH3:3].C([O-])C.[Na+].Br[CH2:16][C:17]([C:19]1[CH:24]=[CH:23][CH:22]=[CH:21][C:20]=1[O:25][CH3:26])=O>C(O)C>[NH2:9][C:7]1[NH:8][C:17]([C:19]2[CH:24]=[CH:23][CH:22]=[CH:21][C:20]=2[O:25][CH3:26])=[CH:16][C:6]=1[C:5]([O:4][CH2:2][CH3:3])=[O:10] |f:0.1,2.3|. Procedure: Analogously to Step 8.1, 14.5 g (87 mmol) of 2-amidino-acetic acid ethyl ester hydrochloride in 150 ml of abs. ethanol are reacted with 5.9 g (87 mmol) of sodium ethanolate and 10.3 g (44 mmol) of 2-bromo-1-(2-methoxy-phenyl)-ethan-1-one (2-bromo-2'-methoxy-acetophenone; Aldrich; Milwaukee/USA) to form the title compound; m.p.: 128° C.; TLC-Rf =0.25 (hexane/ethyl acetate [2:1]). Reactants: S(O)(O)(=O)=O (sulfuric acid), C(C)OC(=O)C=1C(=O)NC(C1)=O (Ethoxy carbonyl maleimide), NCCP(O)(O)=O (2-aminoethyl phosphonic acid), C([O-])([O-])=O.[Na+].[Na+] (sodium carbonate). Run in O (water), O (water), O (water). Conditions: time 20 minute. The product is C1(C=CC(N1C(C)P(O)(=O)O)=O)=O (Maleimidoethane Phosphonic Acid). RXN SMILES: C(OC([C:6]1[C:7]([NH:9][C:10](=[O:12])[CH:11]=1)=[O:8])=O)C.N[CH2:14][CH2:15][P:16](=[O:19])([OH:18])[OH:17].C(=O)([O-])[O-].[Na+].[Na+].S(=O)(=O)(O)O>O>[C:10]1(=[O:12])[N:9]([CH:15]([P:16]([OH:19])(=[O:17])[OH:18])[CH3:14])[C:7](=[O:8])[CH:6]=[CH:11]1 |f:2.3.4|. Reported procedure: Ethoxy carbonyl maleimide, 169 mg, was added to 2-aminoethyl phosphonic acid, 125 mg, and sodium carbonate, 106 mg, in 1 ml of water at 0° C. The mixture was stirred for 20 minutes, then 4 ml of water was added and the mixture was stirred at room temperature for 1 hr. The solution was acidified to pH 5.5 with dilute sulfuric acid and concentrated in vacuo to 1 ml. The product was isolated by chromatography on three 1000μ reverse-phase TLC plates developed in water. Four bands were noted on exami... Starting materials: C(=O)([O-])[O-].[Na+].[Na+] (Na2CO3), ClC1=NC=C(C#N)C=C1 (6-chloronicotinonitrile), C(C1=CC=CC=C1)C1=NN=C(C2=CC=CC=C12)N1C[C@H](NCC1)C (1-benzyl-4-((R)-3-methyl-piperazin-1-yl)-phthalazine). Solvent: CN(C)C=O (DMF), O1CCOCC1 (dioxane). The product is C(C1=CC=CC=C1)C1=NN=C(C2=CC=CC=C12)N1C[C@H](N(CC1)C1=NC=C(C#N)C=C1)C (6-[(R)-4-(4-Benzyl-phthalazin-1-yl)-2-methyl-piperazin-1-yl]-nicotinonitrile). Yield: 42.2%. Reaction SMILES: C([O-])([O-])=O.[Na+].[Na+].Cl[C:8]1[CH:15]=[CH:14][C:11]([C:12]#[N:13])=[CH:10][N:9]=1.[CH2:16]([C:23]1[C:32]2[C:27](=[CH:28][CH:29]=[CH:30][CH:31]=2)[C:26]([N:33]2[CH2:38][CH2:37][NH:36][C@H:35]([CH3:39])[CH2:34]2)=[N:25][N:24]=1)[C:17]1[CH:22]=[CH:21][CH:20]=[CH:19][CH:18]=1>CN(C=O)C.O1CCOCC1>[CH2:16]([C:23]1[C:32]2[C:27](=[CH:28][CH:29]=[CH:30][CH:31]=2)[C:26]([N:33]2[CH2:38][CH2:37][N:36]([C:8]3[CH:15]=[CH:14][C:11]([C:12]#[N:13])=[CH:10][N:9]=3)[C@H:35]([CH3:39])[CH2:34]2)=[N:25][N:24]=1)[C:17]1[CH:18]=[CH:19][CH:20]=[CH:21][CH:22]=1 |f:0.1.2|. Procedure: Solid Na2CO3 (50 mg, 0.47 mmol, 1.5 eq) is added to a solution of 6-chloronicotinonitrile (50 mg, 0.36 mmol, 1.2 eq), 1-benzyl-4-((R)-3-methyl-piperazin-1-yl)-phthalazine (100 mg, 0.31 mmol, 1.0 eq) in DMF (1 mL) and dioxane (2 mL) in a microwave vial. The vial is sealed and irradiated in the microwave at 180° C. (high absorption setting) for 30 minutes. The reaction mixture is concentrated, dichloromethane is added and is washed with water then brine. The organic fraction is dried over sodium s... Reported procedure: To a solution of Intermediate 27 (0.102 g, 0.466 mmol) and methanesulfonyl chloride (0.043 mL, 0.560 mmol) in DMF (3.26 mL) was added sodium hydride (0.037 g, 0.933 mmol) at room temperature. The reaction mixture was allowed to stir at room temperature for 3 days, then quenched with saturated aqueous NH4Cl solution and diluted with EtOAc. The layers were separated and the aqueous phase was extracted with EtOAc (5×). The organic phases were combined, dried over Na2SO4, filtered, and concentrated ... Reactants: ClC=1C=C(N)C=CC1C=1C=NC=CC1C (3-Chloro-4-(4-methylpyridin-3-yl)aniline), CS(=O)(=O)Cl (methanesulfonyl chloride), [H-].[Na+] (sodium hydride). As a reaction SMILES: [Cl:1][C:2]1[CH:3]=[C:4]([CH:6]=[CH:7][C:8]=1[C:9]1[CH:10]=[N:11][CH:12]=[CH:13][C:14]=1[CH3:15])[NH2:5].[CH3:16][S:17](Cl)(=[O:19])=[O:18].[H-].[Na+]>CN(C=O)C>[Cl:1][C:2]1[CH:3]=[C:4]([NH:5][S:17]([CH3:16])(=[O:19])=[O:18])[CH:6]=[CH:7][C:8]=1[C:9]1[CH:10]=[N:11][CH:12]=[CH:13][C:14]=1[CH3:15] |f:2.3|. Yields the product ClC=1C=C(C=CC1C=1C=NC=CC1C)NS(=O)(=O)C (N-(3-Chloro-4-(4-methylpyridin-3-yl)phenyl)methanesulfonamide). The yield is 3.4%. Run at time 3 day. Run in CN(C)C=O (DMF). Conditions: time 2 hour. As a reaction SMILES: C(OC([NH:8][C@H:9]1[CH2:13][CH2:12][N:11]([C:14]2[CH:19]=[CH:18][C:17]([N:20]3[CH2:24][C@H:23]([CH2:25][N:26]4[CH:30]=[CH:29][N:28]=[N:27]4)[O:22][C:21]3=[O:31])=[CH:16][C:15]=2[F:32])[CH2:10]1)=O)(C)(C)C.Cl>ClCCl.C(O)C>[NH2:8][C@H:9]1[CH2:13][CH2:12][N:11]([C:14]2[CH:19]=[CH:18][C:17]([N:20]3[CH2:24][C@H:23]([CH2:25][N:26]4[CH:30]=[CH:29][N:28]=[N:27]4)[O:22][C:21]3=[O:31])=[CH:16][C:15]=2[F:32])[CH2:10]1. The product is N[C@@H]1CN(CC1)C1=C(C=C(C=C1)N1C(O[C@H](C1)CN1N=NC=C1)=O)F ((5R)-3-(4-((3S)-3-Aminopyrrolidin-1-yl)-3-fluorophenyl)-5-(1,2,3-triazol-1-ylmethyl)oxazolidin-2-one). Starting materials: C(C)(C)(C)OC(=O)N[C@@H]1CN(CC1)C1=C(C=C(C=C1)N1C(O[C@H](C1)CN1N=NC=C1)=O)F ((5R)-3-(4-((3S)-3-(t-Butoxycarbonyl)aminopyrrolidin-1-yl)-3-fluorophenyl)-5-(1,2,3-triazol-1-ylmethyl)oxazolidin-2-one), Cl (hydrogen chloride). Run in ClCCl (dichloromethane), C(C)O (ethanol). Procedure details: (5R)-3-(4-((3S)-3-(t-Butoxycarbonyl)aminopyrrolidin-1-yl)-3-fluorophenyl)-5-(1,2,3-triazol-1-ylmethyl)oxazolidin-2-one (1.55 g, 3.47 mM), was dissolved in dichloromethane (8 ml), and treated with a solution of hydrogen chloride in ethanol (3.8M, 40 ml). After stirring 2 hours at ambient temperature, the mixture was evaporated to dryness to give product as a hydrochloride of sufficient quality to require no purification (1.64 g). Starting materials: [Li]CCCC (n-BuLi), FC=1C(=C(C=O)C=CC1)O (3-fluoro-2-hydroxybenzaldehyde), resultant solution, resultant mixture. The reagents and catalysts are [Br-].C[P+](C1=CC=CC=C1)(C1=CC=CC=C1)C1=CC=CC=C1 (methyltriphenylphosphonium bromide). Run in C1CCOC1 (THF), C1CCOC1 (THF). Conditions: temperature 0 celsius. Yields the product FC1=C(C(=CC=C1)C=C)O (2-Fluoro-6-vinylphenol). As a reaction SMILES: [Li][CH2:2]CCC.[F:6][C:7]1[C:8]([OH:15])=[C:9]([CH:12]=[CH:13][CH:14]=1)[CH:10]=O>[Br-].C[P+](C1C=CC=CC=1)(C1C=CC=CC=1)C1C=CC=CC=1.C1COCC1>[F:6][C:7]1[CH:14]=[CH:13][CH:12]=[C:9]([CH:10]=[CH2:2])[C:8]=1[OH:15] |f:2.3|. Procedure: To a round-bottomed flask containing a stir-bar were added, methyltriphenylphosphonium bromide (5.6 g, 16 mmol) and anhydrous THF (50 mL). The mixture was stirred until homogeneous and then cooled to 0° Celsius. The flask was then charged drop-wise with n-BuLi (6.85 mL, 2.5 M in hexanes). The resultant solution was stirred for 30 minutes and then transferred via cannula to a stirred mixture of 3-fluoro-2-hydroxybenzaldehyde (1 g, 7 mmol) and THF (28 mL) at rt under an argon atmosphere. The resul... Starting materials: CCO, [Na+], O=C([O-])O, Cl[Sn]Cl, CCOC(=O)CC(NS(=O)(=O)c1ccccc1)c1cccc(NS(=O)(=O)c2cccc([N+](=O)[O-])c2)c1. Yields the product CCOC(=O)CC(NS(=O)(=O)c1ccccc1)c1cccc(NS(=O)(=O)c2cccc(N)c2)c1. RXN SMILES: [CH3:45][CH2:46][OH:47].[Na+:44].[O-:40][C:41]([OH:42])=[O:43].[Sn:1]([Cl:2])[Cl:3].[c:4]1([S:10](=[O:11])(=[O:12])[NH:13][CH:14]([CH2:15][C:16](=[O:17])[O:18][CH2:19][CH3:20])[c:21]2[cH:22][c:23]([NH:27][S:28](=[O:29])(=[O:30])[c:31]3[cH:32][c:33]([N+:37]([O-:38])=[O:39])[cH:34][cH:35][cH:36]3)[cH:24][cH:25][cH:26]2)[cH:5][cH:6][cH:7][cH:8][cH:9]1>>[c:4]1([S:10](=[O:11])(=[O:12])[NH:13][CH:14]([CH2:15][C:16](=[O:17])[O:18][CH2:19][CH3:20])[c:21]2[cH:22][c:23]([NH:27][S:28](=[O:29])(=[O:30])[c:31]3[cH:32][c:33]([NH2:37])[cH:34][cH:35][cH:36]3)[cH:24][cH:25][cH:26]2)[cH:5][cH:6][cH:7][cH:8][cH:9]1. The reactants are N(=NC(=O)OCC)C(=O)OCC (diethyl azodicarboxylate), C(=O)(OC(C)(C)C)N1[C@H](CO)CCC1 (Boc-prolinol), OC1=CC=C(C(=O)OCC)C=C1 (ethyl p-hydroxybenzoate), C1(=CC=CC=C1)P(C1=CC=CC=C1)C1=CC=CC=C1 (triphenylphosphine). The solvent is C1CCOC1 (THF). The product is C(C)(C)(C)OC(=O)N1[C@@H](CCC1)COC1=CC=C(C(=O)OCC)C=C1 (ethyl (S)-4-(1-tert-butoxycarbonyl-2-pyrrolidinyl)methoxybenzoate). Isolated yield 96.3%. RXN SMILES: [C:1]([N:8]1[CH2:14][CH2:13][CH2:12][C@H:9]1[CH2:10][OH:11])([O:3][C:4]([CH3:7])([CH3:6])[CH3:5])=[O:2].O[C:16]1[CH:26]=[CH:25][C:19]([C:20]([O:22][CH2:23][CH3:24])=[O:21])=[CH:18][CH:17]=1.C1(P(C2C=CC=CC=2)C2C=CC=CC=2)C=CC=CC=1.N(C(OCC)=O)=NC(OCC)=O>C1COCC1>[C:4]([O:3][C:1]([N:8]1[CH2:14][CH2:13][CH2:12][C@H:9]1[CH2:10][O:11][C:16]1[CH:26]=[CH:25][C:19]([C:20]([O:22][CH2:23][CH3:24])=[O:21])=[CH:18][CH:17]=1)=[O:2])([CH3:7])([CH3:6])[CH3:5]. Procedure details: 8,9 and 10 To a stirred mixture of Boc-prolinol (3.00 g, 14.9 mmol), ethyl p-hydroxybenzoate (2.40 g, 14.5 mmol), and triphenylphosphine (3.91 g, 14.9 mol) in THF (80 mL) was added dropwise diethyl azodicarboxylate (2.86 g, 16.4 mmol) at room temp. After the addition was completed, the resulting mixture was heated under reflux for 2 hr. After cooling, the mixture was concentrated in vacuo. The residue was dissolved in EtOAc and washed successively with 1 N NaOH, water, brine. The EtOAc layer was... Starting materials: C=CCCCCCC (1-octene), [Sn](I)(I)(I)I (tin iodide), [Cl-].[Ce+3].[Cl-].[Cl-] (cerium(III) chloride), [Cl-].[Cl-].[Ga+2] (gallium dichloride), [Cl-].[Cl-].[Cl-].[Al+3] (aluminium trichloride), [Sb](Cl)(Cl)Cl (antimony trichloride), [Sn](Cl)(Cl)(Cl)Cl (tin chloride), [Sn](Br)(Br)(Br)Br (tin bromide), [Cl-].[Yb+3].[Cl-].[Cl-] (ytterbium(III) chloride). The reagents and catalysts are [Fe](Br)Br (iron(II) bromide), [Fe](Cl)(Cl)Cl (iron(III) chloride), [Fe](Cl)Cl (iron(II) chloride). Product: CCCCCCC=CCCCCCC (7-tetradecene), C=C (ethylene). As a reaction SMILES: [Sn](Cl)(Cl)(Cl)Cl.[Sn](Br)(Br)(Br)Br.[Sn](I)(I)(I)I.[Cl-].[Ce+3].[Cl-].[Cl-].[Cl-].[Yb+3].[Cl-].[Cl-].[Sb](Cl)(Cl)Cl.[Cl-].[Cl-].[Ga+2].[Cl-].[Cl-].[Cl-].[Al+3].[CH2:35]=[CH:36][CH2:37][CH2:38][CH2:39][CH2:40][CH2:41][CH3:42]>[Fe](Cl)Cl.[Fe](Br)Br.[Fe](Cl)(Cl)Cl>[CH3:35][CH2:36][CH2:37][CH2:38][CH2:39][CH2:40][CH:41]=[CH:42][CH2:35][CH2:36][CH2:37][CH2:38][CH2:39][CH3:40].[CH2:35]=[CH2:36] |f:3.4.5.6,7.8.9.10,12.13.14,15.16.17.18,^1:29|. Procedure: The increase in activity of metathesis catalysts brought about by salts has likewise been studied in Inorganica Chimica Acta 359 (2006) 2910-2917. The influences of tin chloride, tin bromide, tin iodide, iron(II) chloride, iron(II) bromide, iron(III) chloride, cerium(III) chloride*7H2O, ytterbium(III) chloride, antimony trichloride, gallium dichloride and aluminium trichloride on the self-metathesis of 1-octene to form 7-tetradecene and ethylene were examined. When using the Grubbs (I) catalyst,...